describe an organic reaction: reactants, conditions, products, and yield From a dataset of the Open Reaction Database (ORD), a public repository of structured organic reaction records. Procedure details: Potassium carbonate (6.92 g), 4,5-dihydro-N-(4-hydroxyphenyl)-1-phenyl-1H-pyrazol-3-amine (4.22 g) and 2-diethylaminoethylchloride hydrochloride (2.95 g) in dimethylformamide (30 ml) were stirred together at room temperature for 25 hours. The reaction mixture was then diluted with water and extracted with ethyl acetate. The combined extracts were washed with water and dried. Solvent was removed to give an oil which was redissolved in ether and a solution of fumaric acid (0.33 g) in ether added t... Yield: 315.3%. RXN SMILES: C(=O)([O-])[O-].[K+].[K+].[OH:7][C:8]1[CH:13]=[CH:12][C:11]([NH:14][C:15]2[CH2:19][CH2:18][N:17]([C:20]3[CH:25]=[CH:24][CH:23]=[CH:22][CH:21]=3)[N:16]=2)=[CH:10][CH:9]=1.Cl.[CH2:27]([N:29]([CH2:33][CH3:34])[CH2:30][CH2:31]Cl)[CH3:28].[C:35]([OH:42])(=[O:41])/[CH:36]=[CH:37]/[C:38]([OH:40])=[O:39]>CN(C)C=O.O.CCOCC>[C:35]([OH:42])(=[O:41])/[CH:36]=[CH:37]/[C:38]([OH:40])=[O:39].[CH2:27]([N:29]([CH2:33][CH3:34])[CH2:30][CH2:31][O:7][C:8]1[CH:9]=[CH:10][C:11]([NH:14][C:15]2[CH2:19][CH2:18][N:17]([C:20]3[CH:21]=[CH:22][CH:23]=[CH:24][CH:25]=3)[N:16]=2)=[CH:12][CH:13]=1)[CH3:28] |f:0.1.2,4.5,10.11|. The product is C(\C=C\C(=O)O)(=O)O.C(C)N(CCOC1=CC=C(C=C1)NC1=NN(CC1)C1=CC=CC=C1)CC (N-[4-(2-diethylaminoethoxy)phenyl]-4,5-dihydro-1-phenyl-1H-pyrazol-3-amine 2E-butenedioate). Run in CCOCC (ether), CN(C=O)C (dimethylformamide), CCOCC (ether), O (water). Reactants: C(\C=C\C(=O)O)(=O)O (fumaric acid), C([O-])([O-])=O.[K+].[K+] (Potassium carbonate), OC1=CC=C(C=C1)NC1=NN(CC1)C1=CC=CC=C1 (4,5-dihydro-N-(4-hydroxyphenyl)-1-phenyl-1H-pyrazol-3-amine), Cl.C(C)N(CCCl)CC (2-diethylaminoethylchloride hydrochloride). The reactants are Brc1cccc(Br)n1, CCO, CNC. The product is CN(C)c1cccc(Br)n1. As a reaction SMILES: [Br:1][c:2]1[n:3][c:4]([Br:8])[cH:5][cH:6][cH:7]1.[CH3:12][CH2:13][OH:14].[CH3:9][NH:10][CH3:11]>>[Br:1][c:2]1[n:3][c:4]([N:10]([CH3:9])[CH3:11])[cH:5][cH:6][cH:7]1. Starting materials: Cc1cc(OCc2ccccc2)ccc1CO, CO, ClC(Cl)Cl. Yields the product Cc1cc(OCc2ccccc2)ccc1C=O. RXN SMILES: [CH2:1]([c:2]1[cH:3][cH:4][cH:5][cH:6][cH:7]1)[O:8][c:9]1[cH:10][c:11]([CH3:17])[c:12]([CH2:13][OH:14])[cH:15][cH:16]1.[CH3:18][OH:19].[CH:20]([Cl:21])([Cl:22])[Cl:23]>>[CH2:1]([c:2]1[cH:3][cH:4][cH:5][cH:6][cH:7]1)[O:8][c:9]1[cH:10][c:11]([CH3:17])[c:12]([CH:13]=[O:14])[cH:15][cH:16]1. Reactants: C1=CC=C2C(=C1)C3=NC4=NC(=NC5=NC(=NC6=NC(=NC2=N3)C7=CC=CC=C76)C8=CC=CC=C85)C9=CC=CC=C94.[Cu] (copper phthalocyanine), S(O)(O)(=O)=O (sulfuric acid), C1=CC=C2C(=C1)C3=NC4=NC(=NC5=NC(=NC6=NC(=NC2=N3)C7=CC=CC=C76)C8=CC=CC=C85)C9=CC=CC=C94.[Cu] (copper phthalocyanine). Yields the product C1=CC=C2C(=C1)C3=NC4=NC(=NC5=C6C=CC=CC6=C([N-]5)N=C7C8=CC=CC=C8C(=N7)N=C2[N-]3)C9=CC=CC=C94.[Cu] (β-copper phthalocyanine). RXN SMILES: [CH:1]1[CH:6]=[C:5]2[C:7]3[N:22]=[C:21]([C:4]2=[CH:3][CH:2]=1)[N:20]=[C:19]1[C:23]2[C:28]([C:17](=[N:18]1)[N:16]=[C:15]1[C:29]4[C:34]([C:13](=[N:14]1)[N:12]=[C:11]1[C:35]5[C:40]([C:9](=[N:10]1)[N:8]=3)=[CH:39][CH:38]=[CH:37][CH:36]=5)=[CH:33][CH:32]=[CH:31][CH:30]=4)=[CH:27][CH:26]=[CH:25][CH:24]=2.[Cu:41].S(=O)(=O)(O)O>>[CH:25]1[CH:24]=[C:23]2[C:19]3[N-:18][C:17]([C:28]2=[CH:27][CH:26]=1)=[N:16][C:15]1=[N:14][C:13]([C:34]2[C:29]1=[CH:30][CH:31]=[CH:32][CH:33]=2)=[N:12][C:11]1[N-:10][C:9](=[C:40]2[C:35]=1[CH:36]=[CH:37][CH:38]=[CH:39]2)[N:8]=[C:7]1[C:5]2[C:4]([C:21](=[N:22]1)[N:20]=3)=[CH:3][CH:2]=[CH:1][CH:6]=2.[Cu:41] |f:0.1,3.4|. Procedure details: 100 Part of crude copper phthalocyanine was treated in 500 parts of a 98% sulfuric acid aqueous solution at room temperature for 2 hours, and filtered. The resultant solid was washed with water and dried to give an α-form crude copper phthalocyanine. Thereafter, the α-form crude copper phthalocyanine was treated in the same way as in Example 1 to give a β-copper phthalocyanine pigment. The reactants are BrCCCCCCCBr, [Li]CCCC, CC1=NCCS1, Cl, C1CCOC1, O. Product: BrCCCCCCCCC1=NCCS1. Reaction SMILES: [Br:12][CH2:13][CH2:14][CH2:15][CH2:16][CH2:17][CH2:18][CH2:19][Br:20].[CH2:7]([Li:8])[CH2:9][CH2:10][CH3:11].[CH3:1][C:2]1=[N:6][CH2:5][CH2:4][S:3]1.[ClH:21].[O:22]1[CH2:23][CH2:24][CH2:25][CH2:26]1.[OH2:27]>>[CH2:1]([C:2]1=[N:6][CH2:5][CH2:4][S:3]1)[CH2:19][CH2:18][CH2:17][CH2:16][CH2:15][CH2:14][CH2:13][Br:12]. Starting materials: CC(=O)OC(C)=O, CCO, Nc1nc(Nc2ccc(Oc3ccnc4[nH]ccc34)c(F)c2)cc(C2CCCNC2)n1. Yields the product CC(=O)N1CCCC(c2cc(Nc3ccc(Oc4ccnc5[nH]ccc45)c(F)c3)nc(N)n2)C1. Reaction SMILES: [CH3:32][C:33](=[O:34])[O:35][C:36](=[O:37])[CH3:38].[CH3:39][CH2:40][OH:41].[F:1][c:2]1[cH:3][c:4]([NH:18][c:19]2[n:20][c:21]([NH2:31])[n:22][c:23]([CH:25]3[CH2:26][NH:27][CH2:28][CH2:29][CH2:30]3)[cH:24]2)[cH:5][cH:6][c:7]1[O:8][c:9]1[c:10]2[c:11]([n:12][cH:13][cH:14]1)[nH:15][cH:16][cH:17]2>>[F:1][c:2]1[cH:3][c:4]([NH:18][c:19]2[n:20][c:21]([NH2:31])[n:22][c:23]([CH:25]3[CH2:26][N:27]([C:33]([CH3:32])=[O:34])[CH2:28][CH2:29][CH2:30]3)[cH:24]2)[cH:5][cH:6][c:7]1[O:8][c:9]1[c:10]2[c:11]([n:12][cH:13][cH:14]1)[nH:15][cH:16][cH:17]2. Product: C(C)(C)(C)OC(=O)N1CCC(CC1)OC1=CC=C(C=C1)N(C(C1=CC=C(C=C1)C(=O)OC)=O)CC1=NC2=C(N1CC(N[C@@H](C)C1=CC=CC=C1)=O)C=CC(=C2)C(=N)N ((S)-2-[N-[4-(1-tert-Butoxycarbonylpiperidin-4-yloxy)phenyl]-N-(4-methoxycarbonylbenzoyl)aminomethyl]-1-(1-phenylethylcarbamoylmethyl)-benzimidazole-5-carboxamidine). Starting materials: S (Hydrogen sulfide), C(C)(C)(C)OC(=O)N1CCC(CC1)OC1=CC=C(C=C1)N(C(C1=CC=C(C=C1)C(=O)OC)=O)CC1=NC2=C(N1CC(N[C@@H](C)C1=CC=CC=C1)=O)C=CC(=C2)C#N ((S)-2-[N-[4-(1-tert-butoxycarbonylpiperidin-4-yloxy)phenyl]-N-(4-methoxycarbonylbenzoyl)-aminomethyl]-5-cyano-1-(1-phenylethylcarbamoylmethyl)benzimidazole), N1=C(C(=C(C=C1)CCN)CCN)CCN (pyridin-triethylamine). Procedure details: Hydrogen sulfide was blown into a solution of (S)-2-[N-[4-(1-tert-butoxycarbonylpiperidin-4-yloxy)phenyl]-N-(4-methoxycarbonylbenzoyl)-aminomethyl]-5-cyano-1-(1-phenylethylcarbamoylmethyl)benzimidazole (284 mg) in a mixture of pyridin-triethylamine (5:1) (10 ml) with ice-cooling, and the mixture was stirred at room temperature for 12 hours. After completion of the reaction, the solvent was evaporated and the residue was treated with hydrogen chloride-ethanol. Thereto were added acetone (6 ml), m... Reaction conditions: time 12 hour. Reaction SMILES: S.[C:2]([O:6][C:7]([N:9]1[CH2:14][CH2:13][CH:12]([O:15][C:16]2[CH:21]=[CH:20][C:19]([N:22]([CH2:35][C:36]3[N:40]([CH2:41][C:42](=[O:52])[NH:43][C@H:44]([C:46]4[CH:51]=[CH:50][CH:49]=[CH:48][CH:47]=4)[CH3:45])[C:39]4[CH:53]=[CH:54][C:55]([C:57]#[N:58])=[CH:56][C:38]=4[N:37]=3)[C:23](=[O:34])[C:24]3[CH:29]=[CH:28][C:27]([C:30]([O:32][CH3:33])=[O:31])=[CH:26][CH:25]=3)=[CH:18][CH:17]=2)[CH2:11][CH2:10]1)=[O:8])([CH3:5])([CH3:4])[CH3:3].[N:59]1C=CC(CCN)=C(CCN)C=1CCN>>[C:2]([O:6][C:7]([N:9]1[CH2:14][CH2:13][CH:12]([O:15][C:16]2[CH:17]=[CH:18][C:19]([N:22]([CH2:35][C:36]3[N:40]([CH2:41][C:42](=[O:52])[NH:43][C@H:44]([C:46]4[CH:51]=[CH:50][CH:49]=[CH:48][CH:47]=4)[CH3:45])[C:39]4[CH:53]=[CH:54][C:55]([C:57]([NH2:59])=[NH:58])=[CH:56][C:38]=4[N:37]=3)[C:23](=[O:34])[C:24]3[CH:25]=[CH:26][C:27]([C:30]([O:32][CH3:33])=[O:31])=[CH:28][CH:29]=3)=[CH:20][CH:21]=2)[CH2:11][CH2:10]1)=[O:8])([CH3:3])([CH3:4])[CH3:5]. The reactants are CCOC(=O)CC(=O)O, [Li]CCCC, CCOC(C)=O, COc1c(F)c(F)cc(C(=O)Cl)c1F, C1CCOC1, c1ccc(-c2ccccn2)nc1. Yields the product CCOC(=O)C=C(O)c1cc(F)c(F)c(OC)c1F. Reaction SMILES: [C:6]([CH2:7][C:8](=[O:9])[OH:10])(=[O:11])[O:12][CH2:13][CH3:14].[CH2:1]([Li:2])[CH2:3][CH2:4][CH3:5].[CH3:46][CH2:47][O:48][C:49](=[O:50])[CH3:51].[F:27][c:28]1[c:29]([C:30]([Cl:31])=[O:32])[cH:33][c:34]([F:40])[c:35]([F:39])[c:36]1[O:37][CH3:38].[O:41]1[CH2:42][CH2:43][CH2:44][CH2:45]1.[n:15]1[cH:16][cH:17][cH:18][cH:19][c:20]1-[c:21]1[cH:22][cH:23][cH:24][cH:25][n:26]1>>[C:6]([CH:7]=[C:8]([OH:10])[c:29]1[c:28]([F:27])[c:36]([O:37][CH3:38])[c:35]([F:39])[c:34]([F:40])[cH:33]1)(=[O:11])[O:12][CH2:13][CH3:14]. The reactants are COCCCCCCCOC1=CC=C(C(=O)OC)C=C1 (methyl 4-(7-methoxy-n-heptyloxy)benzoate), [OH-].[Na+] (sodium hydroxide), O1CCCC1 (tetrahydrofuran). The solvent is C(C)O (ethanol). The product is COCCCCCCCOC1=CC=C(C(=O)O)C=C1 (4-[7-methoxy-n-heptyloxy)benzoic acid). Isolated yield 98.2%. RXN SMILES: [CH3:1][O:2][CH2:3][CH2:4][CH2:5][CH2:6][CH2:7][CH2:8][CH2:9][O:10][C:11]1[CH:20]=[CH:19][C:14]([C:15]([O:17]C)=[O:16])=[CH:13][CH:12]=1.[OH-].[Na+].O1CCCC1>C(O)C>[CH3:1][O:2][CH2:3][CH2:4][CH2:5][CH2:6][CH2:7][CH2:8][CH2:9][O:10][C:11]1[CH:20]=[CH:19][C:14]([C:15]([OH:17])=[O:16])=[CH:13][CH:12]=1 |f:1.2|. Procedure: A mixture of methyl 4-(7-methoxy-n-heptyloxy)benzoate (1.5 g) and 1N-sodium hydroxide aqueous solution in ethanol (10 ml) and tetrahydrofuran (10 ml) was heated at 40-60° C. for 5 hours with stirring. The reaction mixture was concentrated under reduced pressure and water added to the residue and adjusted to pH 1 using hydrochloric acid. The precipitates were collected by filtration, washed with water and dried in vacuo to give 4-[7-methoxy-n-heptyloxy)benzoic acid (1.4 g) as a white solid. The reactants are COC1(CCC2COC(C)(C)N2C(=O)OC(C)(C)C)CCCC1, CO, CC1(C)C2CCC1(CS(=O)(=O)O)C(=O)C2. The product is COC1(CCC(CO)NC(=O)OC(C)(C)C)CCCC1. As a reaction SMILES: [CH3:1][O:2][C:3]1([CH2:8][CH2:9][CH:10]2[N:11]([C:17](=[O:18])[O:19][C:20]([CH3:21])([CH3:22])[CH3:23])[C:12]([CH3:15])([CH3:16])[O:13][CH2:14]2)[CH2:4][CH2:5][CH2:6][CH2:7]1.[CH3:39][OH:40].[O:24]=[S:25](=[O:26])([OH:27])[CH2:28][C:29]12[CH2:30][CH2:31][CH:32]([C:33]1([CH3:34])[CH3:35])[CH2:36][C:37]2=[O:38]>>[CH3:1][O:2][C:3]1([CH2:8][CH2:9][CH:10]([NH:11][C:17](=[O:18])[O:19][C:20]([CH3:21])([CH3:22])[CH3:23])[CH2:14][OH:13])[CH2:4][CH2:5][CH2:6][CH2:7]1.